From a dataset of the Open Reaction Database (ORD), a public repository of structured organic reaction records. describe an organic reaction: reactants, conditions, products, and yield Reactants: [BH3-]C#N, Cn1ccnc1C=O, CC(=O)O, CO, [Na+], CCCN(CCC)CCCCN1CCc2cc(CNCc3ncc[nH]3)ccc2C1. Yields the product CCCN(CCC)CCCCN1CCc2cc(CN(Cc3ncc[nH]3)Cc3nccn3C)ccc2C1. As a reaction SMILES: [C:38]([BH3-:39])#[N:40].[CH3:30][n:31]1[c:32]([CH:36]=[O:37])[n:33][cH:34][cH:35]1.[CH3:42][C:43](=[O:44])[OH:45].[CH3:46][OH:47].[Na+:41].[nH:1]1[c:2]([CH2:6][NH:7][CH2:8][c:9]2[cH:10][c:11]3[c:16]([cH:17][cH:18]2)[CH2:15][N:14]([CH2:19][CH2:20][CH2:21][CH2:22][N:23]([CH2:24][CH2:25][CH3:26])[CH2:27][CH2:28][CH3:29])[CH2:13][CH2:12]3)[n:3][cH:4][cH:5]1>>[nH:1]1[c:2]([CH2:6][N:7]([CH2:8][c:9]2[cH:10][c:11]3[c:16]([cH:17][cH:18]2)[CH2:15][N:14]([CH2:19][CH2:20][CH2:21][CH2:22][N:23]([CH2:24][CH2:25][CH3:26])[CH2:27][CH2:28][CH3:29])[CH2:13][CH2:12]3)[CH2:36][c:32]2[n:31]([CH3:30])[cH:35][cH:34][n:33]2)[n:3][cH:4][cH:5]1.